This data is from the Open Reaction Database (ORD), a public repository of structured organic reaction records. The task is: describe an organic reaction: reactants, conditions, products, and yield Starting materials: BrC=1C=C(C=C(C1)C(F)(F)F)C(CC(=O)C1=CC(=C(C=C1)C)Cl)(C(F)(F)F)O (3-[3-bromo-5-(trifluoromethyl)phenyl]-1-(3-chloro-4-methylphenyl)-4,4,4-trifluoro-3-hydroxybutane-1-one), S(=O)(Cl)Cl (thionyl chloride), N1=CC=CC=C1 (pyridine), resultant mixture, O (water). Run in C1(=CC=CC=C1)C (toluene). Conditions: temperature 80 celsius. Yields the product BrC=1C=C(C=C(C1)C(F)(F)F)C(=CC(=O)C1=CC(=C(C=C1)C)Cl)C(F)(F)F (3-[3-bromo-5-(trifluoromethyl)phenyl]-1-(3-chloro-4-methylphenyl)-4,4,4-trifluoro-2-butene-1-one). RXN SMILES: [Br:1][C:2]1[CH:3]=[C:4]([C:12](O)([C:24]([F:27])([F:26])[F:25])[CH2:13][C:14]([C:16]2[CH:21]=[CH:20][C:19]([CH3:22])=[C:18]([Cl:23])[CH:17]=2)=[O:15])[CH:5]=[C:6]([C:8]([F:11])([F:10])[F:9])[CH:7]=1.S(Cl)(Cl)=O.N1C=CC=CC=1.O>C1(C)C=CC=CC=1>[Br:1][C:2]1[CH:3]=[C:4]([C:12]([C:24]([F:27])([F:25])[F:26])=[CH:13][C:14]([C:16]2[CH:21]=[CH:20][C:19]([CH3:22])=[C:18]([Cl:23])[CH:17]=2)=[O:15])[CH:5]=[C:6]([C:8]([F:11])([F:9])[F:10])[CH:7]=1. Procedure: To a solution of 4.28 g of 3-[3-bromo-5-(trifluoromethyl)phenyl]-1-(3-chloro-4-methylphenyl)-4,4,4-trifluoro-3-hydroxybutane-1-one in 10 mL of toluene, 2.08 g of thionyl chloride and 1.38 g of pyridine were added while stirring the solution at 80° C. to continue the stirring of the resultant mixture at the same temperature for 2 hours. After the completion of the reaction, 10 mL of water was added to the reaction mixture while ice-cooling the reaction mixture and the stirring of the reaction mix...